Dataset: the Open Reaction Database (ORD), a public repository of structured organic reaction records. Task: describe an organic reaction: reactants, conditions, products, and yield Reactants: O=C(NC(=O)C1CC(F)CN1)OCC1c2ccccc2-c2ccccc21, CCNCC, ClCCl. Yields the product NC(=O)C1CC(F)CN1. Reaction SMILES: [C:1]([O:2][CH2:3][CH:4]1[c:5]2[c:6]([cH:7][cH:8][cH:9][cH:10]2)-[c:11]2[c:12]1[cH:13][cH:14][cH:15][cH:16]2)(=[O:17])[NH:18][C:19](=[O:20])[CH:21]1[NH:22][CH2:23][CH:24]([F:26])[CH2:25]1.[CH2:27]([NH:28][CH2:29][CH3:30])[CH3:31].[Cl:32][CH2:33][Cl:34]>>[NH2:18][C:19](=[O:20])[CH:21]1[NH:22][CH2:23][CH:24]([F:26])[CH2:25]1. Starting materials: FC1(C2OC2CCC1)F (2,2-difluoro-7-oxabicyclo[4.1.0]heptane), [F-].[Na+] (sodium fluoride), C1(=CC=CC=C1)[C@@H](C)N ((1R)-1-phenylethanamine), C[Al](C)C (trimethylaluminum). Run in ClCCl (dichloromethane), ClCCl (dichloromethane). Conditions: temperature 0 celsius, time 1 hour. The product is FC1([C@H]([C@@H](CCC1)N[C@H](C)C1=CC=CC=C1)O)F ((1S,6R)-2,2-difluoro-6-{[(1R)-1-phenylethyl]amino}cyclohexanol). The yield is 29.0%. RXN SMILES: [C:1]1([C@H:7]([NH2:9])[CH3:8])[CH:6]=[CH:5][CH:4]=[CH:3][CH:2]=1.C[Al](C)C.[F:14][C:15]1([F:22])[CH2:21][CH2:20][CH2:19][CH:18]2[CH:16]1[O:17]2.[F-].[Na+]>ClCCl>[F:14][C:15]1([F:22])[CH2:21][CH2:20][CH2:19][C@@H:18]([NH:9][C@@H:7]([C:1]2[CH:6]=[CH:5][CH:4]=[CH:3][CH:2]=2)[CH3:8])[C@@H:16]1[OH:17] |f:3.4|. Procedure: A solution of (1R)-1-phenylethanamine (30, 72 mL, 0.57 mol) in dichloromethane (200 mL) was cooled to 0° C. and treated with trimethylaluminum (260 mL, 0.52 mol) and the resulting solution was stirred for 1 hour at 0° C. To this solution was added a solution of 2,2-difluoro-7-oxabicyclo[4.1.0]heptane (66 g, 0.49 mol) in dichloromethane (200 mL) and the resulting mixture stirred at 0° C. for 3 hours. The reaction was then warmed to ambient temperature for 16 hours. The reaction was cooled to 0° C... Product: Cc1cnc(NC(=O)c2cc(Oc3ccc(C(=O)N4CCC4)nc3)cc(OC(C)CO[Si](C)(C)C(C)(C)C)c2)cn1. The reactants are CC(C)=C(Cl)N(C)C, ClCCl, CC(CO[Si](C)(C)C(C)(C)C)Oc1cc(Oc2ccc(C(=O)N3CCC3)nc2)cc(C(=O)O)c1, Cc1cnc(N)cn1, c1ccncc1. Reaction SMILES: [Cl:1][C:2]([N:3]([CH3:4])[CH3:5])=[C:6]([CH3:7])[CH3:8].[Cl:57][CH2:58][Cl:59].[N:9]1([C:13](=[O:14])[c:15]2[cH:16][cH:17][c:18]([O:21][c:22]3[cH:23][c:24]([C:25](=[O:26])[OH:27])[cH:28][c:29]([O:31][CH:32]([CH2:33][O:34][Si:35]([CH3:36])([CH3:37])[C:38]([CH3:39])([CH3:40])[CH3:41])[CH3:42])[cH:30]3)[cH:19][n:20]2)[CH2:10][CH2:11][CH2:12]1.[NH2:43][c:44]1[n:45][cH:46][c:47]([CH3:50])[n:48][cH:49]1.[cH:51]1[cH:52][cH:53][n:54][cH:55][cH:56]1>>[N:9]1([C:13](=[O:14])[c:15]2[cH:16][cH:17][c:18]([O:21][c:22]3[cH:23][c:24]([C:25](=[O:26])[NH:43][c:44]4[n:45][cH:46][c:47]([CH3:50])[n:48][cH:49]4)[cH:28][c:29]([O:31][CH:32]([CH2:33][O:34][Si:35]([CH3:36])([CH3:37])[C:38]([CH3:39])([CH3:40])[CH3:41])[CH3:42])[cH:30]3)[cH:19][n:20]2)[CH2:10][CH2:11][CH2:12]1. The product is NC1=CC=C(C(=O)OC(C)C)C=C1 (isopropyl p-aminobenzoate). Procedure details: ethyl N-(2-hydroxypropyl)-p-aminobenzoate and ethyl N,N-bis(2-hydroxypropyl)-p-aminobenzoate, which are sold under the trade name Amerscreen P As a reaction SMILES: OC(C)C[NH:4][C:5]1[CH:15]=[CH:14][C:8]([C:9]([O:11][CH2:12][CH3:13])=[O:10])=[CH:7][CH:6]=1.O[CH:18](C)CN(CC(O)C)C1C=CC(C(OCC)=O)=CC=1>>[NH2:4][C:5]1[CH:6]=[CH:7][C:8]([C:9]([O:11][CH:12]([CH3:13])[CH3:18])=[O:10])=[CH:14][CH:15]=1. The reactants are OC(CNC1=CC=C(C(=O)OCC)C=C1)C (ethyl N-(2-hydroxypropyl)-p-aminobenzoate), OC(CN(C1=CC=C(C(=O)OCC)C=C1)CC(C)O)C (ethyl N,N-bis(2-hydroxypropyl)-p-aminobenzoate), CCOC(=O)C1=CC=C(C=C1)N(CC(C)O)CC(C)O (Amerscreen P). Starting materials: C(#N)C1=CC=C(C=C1)NNC (1-(4-cyanophenyl)-2-methylhydrazine), IC1=CC=C(C=C1)C(=C(C(=O)OCC)C(=O)OCC)Cl (ethyl 3-(4-iodophenyl)-3-chloro-2-ethoxycarbonylacrylate), C(C)(C)N(CC)C(C)C (diisopropylethylamine), C(CC)O (1-propanol). Solvent: C(C)(=O)OCC (ethyl acetate). Product: IC1=CC=C(C=C1)C=1N(N(C(C1C(=O)OCC)=O)C1=CC=C(C=C1)C#N)C (3-(4-Iodophenyl)-1-(4-cyanophenyl)-4-ethoxycarbonyl-2-methyl-2H-pyrazol-5-one). Yield: 55.9%. Reaction SMILES: [C:1]([C:3]1[CH:8]=[CH:7][C:6]([NH:9][NH:10][CH3:11])=[CH:5][CH:4]=1)#[N:2].[I:12][C:13]1[CH:18]=[CH:17][C:16]([C:19](Cl)=[C:20]([C:26]([O:28]CC)=O)[C:21]([O:23][CH2:24][CH3:25])=[O:22])=[CH:15][CH:14]=1.C(N(C(C)C)CC)(C)C.C(O)CC>C(OCC)(=O)C>[I:12][C:13]1[CH:14]=[CH:15][C:16]([C:19]2[N:10]([CH3:11])[N:9]([C:6]3[CH:5]=[CH:4][C:3]([C:1]#[N:2])=[CH:8][CH:7]=3)[C:26](=[O:28])[C:20]=2[C:21]([O:23][CH2:24][CH3:25])=[O:22])=[CH:17][CH:18]=1. Reported procedure: A mixture of 29.34 g of 1-(4-cyanophenyl)-2-methylhydrazine, 65.17 g of ethyl 3-(4-iodophenyl)-3-chloro-2-ethoxycarbonylacrylate, 30.9 g of diisopropylethylamine and 300 ml of 1-propanol was refluxed under heating for 17 hours, then cooled and stirred with 200 ml of ethyl acetate at room temperature for 20 hours. The precipitated crystals were collected by filtration and washed with hexane-ethyl acetate to give 42.21 g of the title compound as pale yellow crystals. Starting materials: Cc1nc2ccccc2n1C1CC2CCC(C1)N2CCC1(c2ccccc2)CCNCC1, Cc1nc2ccccc2n1C1CC2CCC(C1)N2CCC1(c2ccccc2)CCN(C(=O)c2ccccc2S(=O)(=O)NC(=O)OC(C)(C)C)CC1, Cl, Cl, NS(=O)(=O)c1ccc(C(=O)O)cc1F, NS(=O)(=O)c1ccc(F)cc1C(=O)O. The product is Cc1nc2ccccc2n1C1CC2CCC(C1)N2CCC1(c2ccccc2)CCN(C(=O)c2cc(F)ccc2S(N)(=O)=O)CC1. RXN SMILES: [CH3:31][c:32]1[n:33][c:34]2[c:35]([n:36]1[CH:37]1[CH2:38][CH:39]3[CH2:40][CH2:41][CH:42]([CH2:43]1)[N:44]3[CH2:45][CH2:46][C:47]1([c:53]3[cH:54][cH:55][cH:56][cH:57][cH:58]3)[CH2:48][CH2:49][NH:50][CH2:51][CH2:52]1)[cH:59][cH:60][cH:61][cH:62]2.[CH3:63][c:64]1[n:65]([CH:66]2[CH2:67][CH:68]3[N:69]([CH2:70][CH2:71][C:72]4([c:73]5[cH:74][cH:75][cH:76][cH:77][cH:78]5)[CH2:79][CH2:80][N:81]([C:82]([c:83]5[cH:84][cH:85][cH:86][cH:87][c:88]5[S:89]([NH:90][C:91](=[O:92])[O:93][C:94]([CH3:95])([CH3:96])[CH3:97])(=[O:98])=[O:99])=[O:100])[CH2:101][CH2:102]4)[CH:103]([CH2:104][CH2:105]3)[CH2:106]2)[c:107]2[cH:108][cH:109][cH:110][cH:111][c:112]2[n:113]1.[ClH:29].[ClH:30].[NH2:15][S:16]([c:17]1[cH:18][cH:19][c:20]([C:21]([OH:22])=[O:23])[cH:24][c:25]1[F:26])(=[O:27])=[O:28].[NH2:1][S:2](=[O:3])(=[O:4])[c:5]1[c:6]([C:7](=[O:8])[OH:9])[cH:10][c:11]([F:14])[cH:12][cH:13]1>>[NH2:1][S:2](=[O:3])(=[O:4])[c:5]1[c:6]([C:7](=[O:9])[N:50]2[CH2:49][CH2:48][C:47]([CH2:46][CH2:45][N:44]3[CH:39]4[CH2:38][CH:37]([n:36]5[c:32]([CH3:31])[n:33][c:34]6[c:35]5[cH:59][cH:60][cH:61][cH:62]6)[CH2:43][CH:42]3[CH2:41][CH2:40]4)([c:53]3[cH:54][cH:55][cH:56][cH:57][cH:58]3)[CH2:52][CH2:51]2)[cH:10][c:11]([F:14])[cH:12][cH:13]1. Starting materials: ClC1=NC=C(C(=N1)Cl)C(=O)OCC (ethyl 2,4-dichloropyrimidine-5-carboxylate), CCN(C(C)C)C(C)C (DIEA), N1(N=CN=C1)C1=CC=C(N)C=C1 (4-(1H-1,2,4-triazol-1-yl)aniline). Solvent: O (water), CC#N (CH3CN). Run at time 20 hour. Product: N1(N=CN=C1)C1=CC=C(C=C1)NC1=NC(=NC=C1C(=O)OCC)Cl (Ethyl 4-(4-(1H-1,2,4-triazol-1-yl)phenylamino)-2-chloropyrimidine-5-carboxylate). Reaction SMILES: [Cl:1][C:2]1[N:7]=[C:6](Cl)[C:5]([C:9]([O:11][CH2:12][CH3:13])=[O:10])=[CH:4][N:3]=1.CCN(C(C)C)C(C)C.[N:23]1([C:28]2[CH:34]=[CH:33][C:31]([NH2:32])=[CH:30][CH:29]=2)[CH:27]=[N:26][CH:25]=[N:24]1>CC#N.O>[N:23]1([C:28]2[CH:29]=[CH:30][C:31]([NH:32][C:6]3[C:5]([C:9]([O:11][CH2:12][CH3:13])=[O:10])=[CH:4][N:3]=[C:2]([Cl:1])[N:7]=3)=[CH:33][CH:34]=2)[CH:27]=[N:26][CH:25]=[N:24]1. Reported procedure: To a solution of ethyl 2,4-dichloropyrimidine-5-carboxylate (1.4) (600 mg, 2.714 mmol), in CH3CN (12 mL), was added DIEA (0.750 mL, 4.313 mmol, 1.589 equiv), followed by 4-(1H-1,2,4-triazol-1-yl)aniline (465 mg, 2.902 mmol, 1.07 equiv). The mixture was stirred at room temperature for 20 h, then diluted with water (6×) to precipitate ii. The solid product was collected by filtration, rinsed with water (100 mL), and air dried; Yield, 850 mg (91%). Reactants: C(C)OC(C(C[C@@H](CC1=CC=C(C=C1)C1=CC=CC=C1)N)(C)C)=O ((R)-4-Amino-5-biphenyl-4-yl-2,2-dimethyl-pentanoic acid ethyl ester), Cl (HCl), OC1=NOC(=C1)C(=O)O (3-hydroxyisoxazole-5-carboxylic acid), CCN=C=NCCCN(C)C (EDCI), C=1C=CC2=C(C1)N=NN2O (HOBt). Run in C(CCC)O (1-butanol), CN(C)C=O (DMF), O1CCOCC1 (1,4-dioxane). Run at temperature 65 celsius, time 8 hour. The product is C(C)OC(C(C[C@@H](CC1=CC=C(C=C1)C1=CC=CC=C1)NC(=O)C1=CC(=NO1)O)(C)C)=O ((R)-5-Biphenyl-4-yl-4-[(3-hydroxy-isoxazole-5-carbonyl) -amino]-2,2-dimethyl-pentanoic acid ethyl ester). Yield: 51.8%. RXN SMILES: [CH2:1]([O:3][C:4](=[O:24])[C:5]([CH3:23])([CH3:22])[CH2:6][C@H:7]([NH2:21])[CH2:8][C:9]1[CH:14]=[CH:13][C:12]([C:15]2[CH:20]=[CH:19][CH:18]=[CH:17][CH:16]=2)=[CH:11][CH:10]=1)[CH3:2].Cl.[OH:26][C:27]1[CH:31]=[C:30]([C:32](O)=[O:33])[O:29][N:28]=1.CCN=C=NCCCN(C)C.C1C=CC2N(O)N=NC=2C=1>O1CCOCC1.CN(C=O)C.C(O)CCC>[CH2:1]([O:3][C:4](=[O:24])[C:5]([CH3:23])([CH3:22])[CH2:6][C@H:7]([NH:21][C:32]([C:30]1[O:29][N:28]=[C:27]([OH:26])[CH:31]=1)=[O:33])[CH2:8][C:9]1[CH:10]=[CH:11][C:12]([C:15]2[CH:20]=[CH:19][CH:18]=[CH:17][CH:16]=2)=[CH:13][CH:14]=1)[CH3:2]. Reported procedure: (R)-4-Amino-5-biphenyl-4-yl-2,2-dimethyl-pentanoic acid ethyl ester (72.1 mg, 221 μmol, 1.0 eq.), 1-butanol (5 mL) and 4 M of HCl in 1,4-dioxane (2 mL) were combined and stirred at 65° C. overnight. To this was added a mixture of 3-hydroxyisoxazole-5-carboxylic acid (28.6 mg, 221 μmol, 1.0 eq.), EDCI (39.2 μL, 221 μmol, 1.0 eq.) and HOBt (29.9 mg, 221 μmol, 1.0 eq.) that had been combined in DMF (0.2 mL) and stirred for 5 minutes at room temperature. The resulting mixture was stirred for 30 minu... Starting materials: C(C)(C)(C)OC(=O)N1C(=CC2=CC(=CC=C12)C(=O)OCC1=CC=CC=C1)C=1C(N(C=C(C1)C(=O)OC)COCC[Si](C)(C)C)=O (2-[5-Methoxycarbonyl-2-oxo-1-(2-trimethylsilanyl-ethoxymethyl)-1,2-dihydro-pyridin-3-yl]-indole-1,5-dicarboxylic acid 5-benzyl ester 1-tert-butyl ester), C(C)(C)(C)OC(=O)N1C(=CC2=CC(=CC=C12)C(=O)OCC1=CC=CC=C1)C=1C(N(C=C(C1)C(=O)OC)COCC[Si](C)(C)C)=O (2-[5-methoxycarbonyl-2-oxo-1-(2-trimethylsilanyl-ethoxymethyl)-1,2-dihydro-pyridin-3-yl]indole-1,5-dicarboxylic acid 5-benzyl ester 1-tert-butyl ester). The reagents and catalysts are [Pd] (palladium). Run in CO (methanol). Run at temperature 30 celsius. The product is C(C)(C)(C)OC(=O)N1C(=CC2=CC(=CC=C12)C(=O)O)C=1C(N(C=C(C1)C(=O)OC)COCC[Si](C)(C)C)=O (2-[5-Methoxycarbonyl-2-oxo-1-(2-trimethylsilanyl-ethoxymethyl)-1,2-dihydro-pyridin-3-yl]-indole-1,5-dicarboxylic acid 1-tert-butyl ester). As a reaction SMILES: [C:1]([O:5][C:6]([N:8]1[C:16]2[C:11](=[CH:12][C:13]([C:17]([O:19]CC3C=CC=CC=3)=[O:18])=[CH:14][CH:15]=2)[CH:10]=[C:9]1[C:27]1[C:28](=[O:45])[N:29]([CH2:37][O:38][CH2:39][CH2:40][Si:41]([CH3:44])([CH3:43])[CH3:42])[CH:30]=[C:31]([C:33]([O:35][CH3:36])=[O:34])[CH:32]=1)=[O:7])([CH3:4])([CH3:3])[CH3:2]>CO.[Pd]>[C:1]([O:5][C:6]([N:8]1[C:16]2[C:11](=[CH:12][C:13]([C:17]([OH:19])=[O:18])=[CH:14][CH:15]=2)[CH:10]=[C:9]1[C:27]1[C:28](=[O:45])[N:29]([CH2:37][O:38][CH2:39][CH2:40][Si:41]([CH3:43])([CH3:42])[CH3:44])[CH:30]=[C:31]([C:33]([O:35][CH3:36])=[O:34])[CH:32]=1)=[O:7])([CH3:3])([CH3:2])[CH3:4]. Procedure: To a degassed solution of intermediate (3d), 2-[5-methoxycarbonyl-2-oxo-1-(2-trimethylsilanyl-ethoxymethyl)-1,2-dihydro-pyridin-3-yl]indole-1,5-dicarboxylic acid 5-benzyl ester 1-tert-butyl ester, (2.07 g, 3.27 mmol) in methanol (30 mL) was added palladium, 10 wt. % on activated carbon (50 mg) and the reaction further degassed. The reaction was heated to 30° C. for 72 hours under a hydrogen atmosphere. The reaction mixture was then filtered through a celite pad and the pad rinsed with hot methan... Starting materials: CCN(C(C)C)C(C)C, CO, Clc1ccc(C2CCc3c(Cl)nc(Cl)nc32)cc1, Cl, FC1(F)CNC1. The product is FC1(F)CN(c2nc(Cl)nc3c2CCC3c2ccc(Cl)cc2)C1. RXN SMILES: [CH2:19]([N:20]([CH:21]([CH3:22])[CH3:23])[CH:24]([CH3:25])[CH3:26])[CH3:27].[CH3:35][OH:36].[Cl:1][c:2]1[n:3][c:4]([Cl:18])[c:5]2[c:6]([n:7]1)[CH:8]([c:11]1[cH:12][cH:13][c:14]([Cl:17])[cH:15][cH:16]1)[CH2:9][CH2:10]2.[ClH:34].[F:28][C:29]1([F:33])[CH2:30][NH:31][CH2:32]1>>[Cl:1][c:2]1[n:3][c:4]([N:31]2[CH2:30][C:29]([F:28])([F:33])[CH2:32]2)[c:5]2[c:6]([n:7]1)[CH:8]([c:11]1[cH:12][cH:13][c:14]([Cl:17])[cH:15][cH:16]1)[CH2:9][CH2:10]2.